From a dataset of the Open Reaction Database (ORD), a public repository of structured organic reaction records. describe an organic reaction: reactants, conditions, products, and yield Starting materials: O=C1CCN(CC1)C1=CC=C(C=C1)NS(=O)(=O)CCCC (Butane-1-sulfonic acid [4-(4-oxo-piperidine-1-yl)-phenyl]-amide), NC[C@H](O)C=1C=CC(=C(C1)NS(=O)(=O)C(C)C)O (Propane-2-sulfonic acid [5-((1R)-2-amino-1-hydroxy-ethyl)-2-hydroxy-phenyl]-amide). Product: O[C@@H](CNC1CCN(CC1)C1=CC=C(C=C1)NS(=O)(=O)CCCC)C1=CC(=C(C=C1)O)NS(=O)(=O)C(C)C (N-(4-{4-[((2R)-2-Hydroxy-2-{4-hydroxy-3-[(isopropylsulfonyl)amino]phenyl}-ethyl)amino]-1-piperidineyl}phenyl)-1-butanesulfonamide). Reaction SMILES: O=[C:2]1[CH2:7][CH2:6][N:5]([C:8]2[CH:13]=[CH:12][C:11]([NH:14][S:15]([CH2:18][CH2:19][CH2:20][CH3:21])(=[O:17])=[O:16])=[CH:10][CH:9]=2)[CH2:4][CH2:3]1.[NH2:22][CH2:23][C@@H:24]([C:26]1[CH:27]=[CH:28][C:29]([OH:39])=[C:30]([NH:32][S:33]([CH:36]([CH3:38])[CH3:37])(=[O:35])=[O:34])[CH:31]=1)[OH:25]>>[OH:25][C@H:24]([C:26]1[CH:27]=[CH:28][C:29]([OH:39])=[C:30]([NH:32][S:33]([CH:36]([CH3:38])[CH3:37])(=[O:35])=[O:34])[CH:31]=1)[CH2:23][NH:22][CH:2]1[CH2:7][CH2:6][N:5]([C:8]2[CH:13]=[CH:12][C:11]([NH:14][S:15]([CH2:18][CH2:19][CH2:20][CH3:21])(=[O:17])=[O:16])=[CH:10][CH:9]=2)[CH2:4][CH2:3]1. Procedure details: The title compound was prepared from butane-1-sulfonic acid [4-(4-oxo-piperidine-1-yl)-phenyl]-amide (which was obtained in Example 228) and propane-2-sulfonic acid [5-((1R)-2-amino-1-hydroxy-ethyl)-2-hydroxy-phenyl]-amide (which was obtained in Example 27) according to the procedure of Example 278 as an off-white solid; 1H NMR (300 MHz, DMSO-d6) δ 0.83 (t, J=7.3 Hz, 3H), 1.20-1.40 (m, 4H), 1.25 (d, J=6.8 Hz, 6H), 1.55-1.75 (m, 2H), 1.75-1.90 (m, 2H), 2.50-2.75 (m, 5H), 2.92 (t, J=7.7 Hz, 2H), 3... Reactants: Br.[N+](=O)([O-])C1=C(OCC(=O)CN[C@H](C)C2=CC=CC=C2)C=CC=C1 (1-(2-nitrophenoxy)-3-{[(1R)-1-phenylethyl]amino}acetone hydrobromide), [H][H] (hydrogen). Reagents/catalysts: [Pt] (Pt/C). Solvent: C(C)O (ethanol). The product is O1CC(NC2=C1C=CC=C2)CN[C@H](C)C2=CC=CC=C2 ((−) N-(3,4-dihydro-2H-1,4-benzoxazin-3-ylmethyl)-N-[(1R)-1-phenylethyl]amine). Reaction SMILES: Br.[N+:2]([C:5]1[CH:24]=[CH:23][CH:22]=[CH:21][C:6]=1[O:7][CH2:8][C:9]([CH2:11][NH:12][C@@H:13]([C:15]1[CH:20]=[CH:19][CH:18]=[CH:17][CH:16]=1)[CH3:14])=O)([O-])=O.[H][H]>C(O)C.[Pt]>[O:7]1[C:6]2[CH:21]=[CH:22][CH:23]=[CH:24][C:5]=2[NH:2][CH:9]([CH2:11][NH:12][C@@H:13]([C:15]2[CH:20]=[CH:19][CH:18]=[CH:17][CH:16]=2)[CH3:14])[CH2:8]1 |f:0.1|. Reported procedure: The product from Example 1E (9.7 g, 24.5 mmol) and 5% Pt/C (2.0 g) in ethanol (1 L) was hydrogenated for 16 hours at ambient temperature under 4 atm of hydrogen, filtered through Celite® and concentrated to provide a mixture of diastereomers. The diastereomers were separated by flash chromatography on silica gel with 100:1:1 diethyl ether:ethanol:triethylamine to provide the title compound as the more mobile band. Rf 0.38 (100:1:1 diethyl ether:ethanol:triethylamine); mp 91-92° C.; [α]23D −3.4° ... Conditions: temperature -78 celsius, time 3 hour. Run in ClCCl (dichloromethane), COC(C)(C)C (2-Methoxy-2-methylpropane). The reagents and catalysts are N1CCCC1.[Cl-].[Zn+2].[Cl-] (zinc chloride pyrrolidine), [Cl-].[Cl-].[Zn+2] (Zinc dichloride), C(C)(=O)[O-].[Pd+2].C(C)(=O)[O-] (Palladium Acetate). Reaction SMILES: C(OC([N:8]1[CH2:12][CH2:11][CH2:10][CH2:9]1)=O)(C)(C)C.CN(C)CCN(C)C.C([Li])(CC)C.N#N.Br[C:29]1[CH:51]=[CH:50][C:32]2[C:33]3[N:37]([CH2:38][CH2:39][O:40][C:31]=2[CH:30]=1)[CH:36]=[C:35]([C:41]1[N:42]([CH:47]([CH3:49])[CH3:48])[N:43]=[C:44]([CH3:46])[N:45]=1)[N:34]=3.F[B-](F)(F)F.C([PH+](C(C)(C)C)C(C)(C)C)(C)(C)C>COC(C)(C)C.ClCCl.[Cl-].[Cl-].[Zn+2].C([O-])(=O)C.[Pd+2].C([O-])(=O)C.N1CCCC1.[Cl-].[Zn+2].[Cl-]>[CH:47]([N:42]1[C:41]([C:35]2[N:34]=[C:33]3[N:37]([CH2:38][CH2:39][O:40][C:31]4[CH:30]=[C:29]([CH:12]5[CH2:11][CH2:10][CH2:9][NH:8]5)[CH:51]=[CH:50][C:32]=43)[CH:36]=2)=[N:45][C:44]([CH3:46])=[N:43]1)([CH3:49])[CH3:48] |f:5.6,9.10.11,12.13.14,15.16.17.18|. Starting materials: N#N (N2), C(C)(C)(C)OC(=O)N1CCCC1 (N-(tert-Butoxycarbonyl)pyrrolidine), CN(CCN(C)C)C (N,N,N′,N′-Tetramethylethylenediamine), C(C)(CC)[Li] (sec-Butyllithium), BrC1=CC2=C(C3=NC(=CN3CCO2)C=2N(N=C(N2)C)C(C)C)C=C1 (8-Bromo-2-(2-isopropyl-5-methyl-2H-[1,2,4]triazol-3-yl)-4,5-dihydro-6-oxa-1,3a-diaza-benzo[e]azulene), F[B-](F)(F)F.C(C)(C)(C)[PH+](C(C)(C)C)C(C)(C)C (Tri-t-butylphosphonium tetrafluoroborate). The product is C(C)(C)N1N=C(N=C1C1=CN2CCOC3=C(C2=N1)C=CC(=C3)C3NCCC3)C (2-(2-Isopropyl-5-methyl-2H-[1,2,4]triazol-3-yl)-8-pyrrolidin-2-yl-4,5-dihydro-6-oxa-1,3a-diaza-benzo[e]azulene). Procedure: To a solution of N-(tert-Butoxycarbonyl)pyrrolidine (1.02 mL, 0.00584 mol) and N,N,N′,N′-Tetramethylethylenediamine (0.881 mL, 0.00584 mol) in anhydrous 2-Methoxy-2-methylpropane (12 mL) at −78° C. was added sec-Butyllithium (0.00584 mol, 1.4M in cyclohexane, 4.17 mL). The reaction was stirred for 3 hours at −78° C. A solution of Zinc dichloride (0.00350 mol, 0.5 M in THF, 7.0 mL) was added dropwise with rapid stirring and was stirred at −78° C. for 30 minutes. The reaction was then warmed to ro... The reactants are Br, COc1ccc(-c2ccn3c(-c4ccc(CNC(=O)Nc5cc(C(C)(C)C)on5)cc4)cnc3c2)cn1. The product is CC(C)(C)c1cc(NC(=O)NCc2ccc(-c3cnc4cc(-c5ccc(=O)[nH]c5)ccn34)cc2)no1. Reaction SMILES: [BrH:38].[C:1]([CH3:2])([CH3:3])([CH3:4])[c:5]1[cH:6][c:7]([NH:10][C:11](=[O:12])[NH:13][CH2:14][c:15]2[cH:16][cH:17][c:18](-[c:21]3[cH:22][n:23][c:24]4[n:25]3[cH:26][cH:27][c:28](-[c:30]3[cH:31][n:32][c:33]([O:36][CH3:37])[cH:34][cH:35]3)[cH:29]4)[cH:19][cH:20]2)[n:8][o:9]1>>[C:1]([CH3:2])([CH3:3])([CH3:4])[c:5]1[cH:6][c:7]([NH:10][C:11](=[O:12])[NH:13][CH2:14][c:15]2[cH:16][cH:17][c:18](-[c:21]3[cH:22][n:23][c:24]4[n:25]3[cH:26][cH:27][c:28](-[c:30]3[cH:31][nH:32][c:33](=[O:36])[cH:34][cH:35]3)[cH:29]4)[cH:19][cH:20]2)[n:8][o:9]1. Reported procedure: A stirred solution of 5-(3-chloropropyl)-3-phenylmethyleneamino-2-oxazolidinone (2.7 g, 0.0101 mole), dimethylformamide (75 ml) and piperidine (2.15 g, 0.0253 mole, 2.5 eq.) is heated to reflux. Reflux is maintained for 2 hours. After cooling, the solution is concentrated under reduced pressure to a solid-oily residue. This residue is suspended in H2O (200 ml) then extracted with ethyl acetate (3×100 ml). The ethyl acetate is dried over MgSO4, filtered, then concentrated under reduced pressure t... RXN SMILES: Cl[CH2:2][CH2:3][CH2:4][CH:5]1[O:9][C:8](=[O:10])[N:7]([N:11]=[CH:12][C:13]2[CH:18]=[CH:17][CH:16]=[CH:15][CH:14]=2)[CH2:6]1.[NH:19]1[CH2:24][CH2:23][CH2:22][CH2:21][CH2:20]1>CN(C)C=O>[C:13]1([CH:12]=[N:11][N:7]2[CH2:6][CH:5]([CH2:4][CH2:3][CH2:2][N:19]3[CH2:24][CH2:23][CH2:22][CH2:21][CH2:20]3)[O:9][C:8]2=[O:10])[CH:18]=[CH:17][CH:16]=[CH:15][CH:14]=1. Starting materials: ClCCCC1CN(C(O1)=O)N=CC1=CC=CC=C1 (5-(3-chloropropyl)-3-phenylmethyleneamino-2-oxazolidinone), N1CCCCC1 (piperidine). Yields the product C1(=CC=CC=C1)C=NN1C(OC(C1)CCCN1CCCCC1)=O (3-phenylmethyleneamino-5-[3-(1-piperidinyl)propyl]-2-oxazolidinone). Isolated yield 52.5%. Run in CN(C=O)C (dimethylformamide). Run at time 1 hour. The reactants are ClC1=NC(=CC2=CC(=CC=C12)OC)NC1=NNC(=C1)C ((1-chloro-6-methoxy-isoquinolin-3-yl)-(5-methyl-1H-pyrazol-3-yl)-amine), C(#N)C=1C=C(C=CC1)B(O)O (3-cyano-phenylboronic acid). The product is CC1=CC(=NN1)NC=1N=C(C2=CC=C(C=C2C1)OC)C=1C=C(C#N)C=CC1 (3-[3-(5-methyl-1H-pyrazol-3-ylamino)-6-methoxy-isoquinolin-1-yl]-benzonitrile). As a reaction SMILES: Cl[C:2]1[C:11]2[C:6](=[CH:7][C:8]([O:12][CH3:13])=[CH:9][CH:10]=2)[CH:5]=[C:4]([NH:14][C:15]2[CH:19]=[C:18]([CH3:20])[NH:17][N:16]=2)[N:3]=1.[C:21]([C:23]1[CH:24]=[C:25](B(O)O)[CH:26]=[CH:27][CH:28]=1)#[N:22]>>[CH3:20][C:18]1[NH:17][N:16]=[C:15]([NH:14][C:4]2[N:3]=[C:2]([C:27]3[CH:28]=[C:23]([CH:24]=[CH:25][CH:26]=3)[C:21]#[N:22])[C:11]3[C:6]([CH:5]=2)=[CH:7][C:8]([O:12][CH3:13])=[CH:9][CH:10]=3)[CH:19]=1. Procedure details: Similar procedure as described in example 131 was used, starting from (1-chloro-6-methoxy-isoquinolin-3-yl)-(5-methyl-1H-pyrazol-3-yl)-amine and 3-cyano-phenylboronic acid to give 3-[3-(5-methyl-1H-pyrazol-3-ylamino)-6-methoxy-isoquinolin-1-yl]-benzonitrile LC-MS m/e 356(MH+).